Dataset: the Open Reaction Database (ORD), a public repository of structured organic reaction records. Task: describe an organic reaction: reactants, conditions, products, and yield Reactants: O=C([O-])[O-], CC1CCNC(C)CC1, CC#N, [Cl-], Fc1c(Cl)ncnc1Cl, Cl, [K+], [K+], [NH4+]. The product is CC1CCC(C)N(c2ncnc(Cl)c2F)CC1. Reaction SMILES: [C:10](=[O:11])([O-:12])[O-:13].[CH3:17][CH:18]1[NH:19][CH2:20][CH2:21][CH:22]([CH3:25])[CH2:23][CH2:24]1.[CH3:28][C:29]#[N:30].[Cl-:26].[Cl:1][c:2]1[n:3][cH:4][n:5][c:6]([Cl:9])[c:7]1[F:8].[ClH:16].[K+:14].[K+:15].[NH4+:27]>>[c:2]1([N:19]2[CH:18]([CH3:17])[CH2:24][CH2:23][CH:22]([CH3:25])[CH2:21][CH2:20]2)[n:3][cH:4][n:5][c:6]([Cl:9])[c:7]1[F:8]. The reactants are C(Cl)Cl (methylene chloride), solution, ClC1=CC=C(C=C1)[Mg]Br (p-chlorophenylmagnesium bromide), C(C(C)C)=O (isobutyraldehyde), Cl (hydrochloric acid). Solvent: hexanes, C(C)OCC (diethyl ether), C(C)OCC (diethyl ether), ice water. Reaction conditions: time 8 hour. Product: ClC1=CC=C(C(C(C)C)O)C=C1 (p-Chloro-α-isopropylbenzyl Alcohol). Reaction SMILES: [Cl:1][C:2]1[CH:7]=[CH:6][C:5]([Mg]Br)=[CH:4][CH:3]=1.[CH:10](=[O:14])[CH:11]([CH3:13])[CH3:12].Cl.C(Cl)Cl>C(OCC)C>[Cl:1][C:2]1[CH:7]=[CH:6][C:5]([CH:10]([OH:14])[CH:11]([CH3:13])[CH3:12])=[CH:4][CH:3]=1. Procedure: A 1 M solution of p-chlorophenylmagnesium bromide in diethyl ether (100 mL) is added to a solution of isobutyraldehyde (9.08 mL, 0.1 mol) in diethyl ether at −5° C. After the addition is complete, the reaction mixture is stirred overnight at room temperature, diluted with an ice-water mixture, and acidified with 10% hydrochloric acid. The phases are separated and the aqueous phase is extracted with diethyl ether. The organic phase and extracts are combined, washed sequentially with saturated sod... The reactants are N(=O)[O-].[Na+] (sodium nitrite), NC=1N=C(N(C1C(=O)OCC)C)CC1=CC=CC=C1 (4-Amino-2-benzyl-5-carbethoxy-1-methyl-imidazole), Cl (HCl), C(=O)([O-])[O-].[Na+].[Na+] (Na2CO3), CNC (dimethylamine). Solvent: O (water), O (water). Conditions: temperature 0 celsius. The product is C(C1=CC=CC=C1)C=1N(C(=C(N1)N=NN(C)C)C(=O)OCC)C (2-benzyl-5-carbethoxy-(3,3-dimethyltriazeno)-1-methylimidazole). Yield: 27.0%. Reaction SMILES: [NH2:1][C:2]1[N:3]=[C:4]([CH2:13][C:14]2[CH:19]=[CH:18][CH:17]=[CH:16][CH:15]=2)[N:5]([CH3:12])[C:6]=1[C:7]([O:9][CH2:10][CH3:11])=[O:8].Cl.[N:21]([O-])=O.[Na+].C([O-])([O-])=O.[Na+].[Na+].[CH3:31][NH:32][CH3:33]>O>[CH2:13]([C:4]1[N:5]([CH3:12])[C:6]([C:7]([O:9][CH2:10][CH3:11])=[O:8])=[C:2]([N:1]=[N:21][N:32]([CH3:33])[CH3:31])[N:3]=1)[C:14]1[CH:15]=[CH:16][CH:17]=[CH:18][CH:19]=1 |f:2.3,4.5.6|. Reported procedure: 4-Amino-2-benzyl-5-carbethoxy-1-methyl-imidazole (30g.) was suspended in water (12 ml.) containing conc. HCl -- (12 ml) and a solution of sodium nitrite (0.96 g.) in water (5 ml.) slowly added with stirring at 0° C. After addition was complete this solution was added to a stirred solution of Na2CO3 (118 ml, 30%) and aqueous dimethylamine (2.5 ml, 25%) added dropwise at 0° C added with stirring. After half an hour the brown precipitate was filtered off, washed with water and dried. Crystallisatio... The product is COC1=CC=C(C=C1)SCCNC(=O)N1C(CCC1)=O (1-[[2-(4-Methoxyphenylthio)ethyl]carbamoyl]-2-oxopyrrolidine). Yield: 94.4%. Solvent: CN(C)C=O (DMF), C(C)(=O)OCC (ethyl acetate). Starting materials: ClCCNC(=O)N1C(CCC1)=O (1-[2-chloroethylcarbamoyl]-2-oxopyrrolidine), COC1=CC=C(C=C1)S (4-methoxybenzenethiol), [Na+].[I-] (NaI), C(=O)([O-])[O-].[K+].[K+] (K2CO3). Reported procedure: To a solution of 2.10 g (11.0 mmol) of 1-[2-chloroethylcarbamoyl]-2-oxopyrrolidine and 1.40 g (10 mmol) of 4-methoxybenzenethiol in 25 ml of DMF were added 2.47 g (16.5 mmol) of NaI and 3.02 g (22 mmol) of K2CO3, and the mixture was heated at 100° C. for 4.5 hr. The reaction solution was poured into ethyl acetate, washed with water, diluted hydrochloric acid, water, and saturated brine in order. After drying, the solvent was removed by evaporation. The residue was refined by silica gel column ch... Reaction SMILES: Cl[CH2:2][CH2:3][NH:4][C:5]([N:7]1[CH2:11][CH2:10][CH2:9][C:8]1=[O:12])=[O:6].[CH3:13][O:14][C:15]1[CH:20]=[CH:19][C:18]([SH:21])=[CH:17][CH:16]=1.[Na+].[I-].C([O-])([O-])=O.[K+].[K+]>CN(C=O)C.C(OCC)(=O)C>[CH3:13][O:14][C:15]1[CH:20]=[CH:19][C:18]([S:21][CH2:2][CH2:3][NH:4][C:5]([N:7]2[CH2:11][CH2:10][CH2:9][C:8]2=[O:12])=[O:6])=[CH:17][CH:16]=1 |f:2.3,4.5.6|. Conditions: temperature 100 celsius. The reactants are CC(C)(C)c1cc(Br)cc(Br)c1, C1CCOC1, [Li]CCCC. Yields the product CC(C)(C)c1cc(O)cc(Br)c1. RXN SMILES: [Br:6][c:7]1[cH:8][c:9]([Br:17])[cH:10][c:11]([C:13]([CH3:14])([CH3:15])[CH3:16])[cH:12]1.[CH2:18]1[CH2:21][CH2:20][CH2:19][O:22]1.[CH3:1][CH2:2][CH2:3][CH2:4][Li:5]>>[Br:6][c:7]1[cH:8][c:9]([OH:22])[cH:10][c:11]([C:13]([CH3:14])([CH3:15])[CH3:16])[cH:12]1.